This data is from the Open Reaction Database (ORD), a public repository of structured organic reaction records. The task is: describe an organic reaction: reactants, conditions, products, and yield Starting materials: CCOC(=O)CCCBr, O=C([O-])[O-], CC(C)=O, [K+], [K+], O=[N+]([O-])c1ccc(S)cc1. Yields the product CCOC(=O)CCCSc1ccc([N+](=O)[O-])cc1. As a reaction SMILES: [Br:17][CH2:18][CH2:19][CH2:20][C:21](=[O:22])[O:23][CH2:24][CH3:25].[C:11](=[O:12])([O-:13])[O-:14].[CH3:26][C:27](=[O:28])[CH3:29].[K+:15].[K+:16].[N+:1](=[O:2])([O-:3])[c:4]1[cH:5][cH:6][c:7]([SH:10])[cH:8][cH:9]1>>[N+:1](=[O:2])([O-:3])[c:4]1[cH:5][cH:6][c:7]([S:10][CH2:18][CH2:19][CH2:20][C:21](=[O:22])[O:23][CH2:24][CH3:25])[cH:8][cH:9]1.